From a dataset of the Open Reaction Database (ORD), a public repository of structured organic reaction records. describe an organic reaction: reactants, conditions, products, and yield The reactants are O1C(CCCC1)N1C=NC2=C1C=CC(=C2)CO ((1-(tetrahydro-2H-pyran-2-yl)-1H-benzo[d]imidazol-5-yl)methanol), C1(=CC=CC=C1)P(=O)(C1=CC=CC=C1)N=[N+]=[N-] (diphenylphosphoryl azide), CCN(C(C)C)C(C)C (DIPEA). Solvent: C1CCOC1 (THF), C(Cl)Cl (DCM), O (water). Conditions: time 18 hour. Product: N(=[N+]=[N-])CC1=CC2=C(N(C=N2)C2OCCCC2)C=C1 (5-(azidomethyl)-1-(tetrahydro-2H-pyran-2-yl)-1H-benzo[d]imidazole). Isolated yield 48.6%. Reaction SMILES: [O:1]1[CH2:6][CH2:5][CH2:4][CH2:3][CH:2]1[N:7]1[C:11]2[CH:12]=[CH:13][C:14]([CH2:16]O)=[CH:15][C:10]=2[N:9]=[CH:8]1.C1(P([N:32]=[N+:33]=[N-:34])(C2C=CC=CC=2)=O)C=CC=CC=1.CCN(C(C)C)C(C)C>C1COCC1.C(Cl)Cl.O>[N:32]([CH2:16][C:14]1[CH:13]=[CH:12][C:11]2[N:7]([CH:2]3[CH2:3][CH2:4][CH2:5][CH2:6][O:1]3)[CH:8]=[N:9][C:10]=2[CH:15]=1)=[N+:33]=[N-:34]. Reported procedure: To a stirred solution of 24 (2.2 g, 9.6 mmol) in THF (20 mL) under nitrogen at RT was added diphenylphosphoryl azide (3.96 g, 14.4 mmol) and DIPEA (5 mL). The reaction was stirred for 18 h then diluted with DCM (200 mL) and water (50 mL). The organic layer was dried (MgSO4), filtered and concentrated in vacuo. The residue was purified by SiO2 chromatography eluting with petroleum ether/EtOAc (2:1) to afford 1.2 g (48%) of 5-(azidomethyl)-1-(tetrahydro-2H-pyran-2-yl)-1H-benzo[d]imidazole (26) as ... The reactants are CCOC(=O)c1nc2n(c(=O)c1OCc1ccccc1)CCOC2, CCOC(C)=O, CCO, Cl, [Na+], [OH-]. Yields the product O=C(O)c1nc2n(c(=O)c1OCc1ccccc1)CCOC2. As a reaction SMILES: [CH2:1]([c:2]1[cH:3][cH:4][cH:5][cH:6][cH:7]1)[O:8][c:9]1[c:10]([C:20](=[O:21])[O:22][CH2:23][CH3:24])[n:11][c:12]2[n:17]([c:18]1=[O:19])[CH2:16][CH2:15][O:14][CH2:13]2.[CH3:28][CH2:29][O:30][C:31](=[O:32])[CH3:33].[CH3:34][CH2:35][OH:36].[ClH:27].[Na+:26].[OH-:25]>>[CH2:1]([c:2]1[cH:3][cH:4][cH:5][cH:6][cH:7]1)[O:8][c:9]1[c:10]([C:20](=[O:21])[OH:22])[n:11][c:12]2[n:17]([c:18]1=[O:19])[CH2:16][CH2:15][O:14][CH2:13]2.